Dataset: the Open Reaction Database (ORD), a public repository of structured organic reaction records. Task: describe an organic reaction: reactants, conditions, products, and yield Reactants: ClC(Cl)(Cl)Cl, CC(C)c1nnn(-c2c(Cl)cccc2Cl)c1CO, ClCCl, c1ccc(P(c2ccccc2)c2ccccc2)cc1. Yields the product CC(C)c1nnn(-c2c(Cl)cccc2Cl)c1CCl. Reaction SMILES: [C:41]([Cl:42])([Cl:43])([Cl:44])[Cl:45].[Cl:1][c:2]1[c:3](-[n:9]2[n:10][n:11][c:12]([CH:16]([CH3:17])[CH3:18])[c:13]2[CH2:14][OH:15])[c:4]([Cl:8])[cH:5][cH:6][cH:7]1.[Cl:38][CH2:39][Cl:40].[c:19]1([P:20]([c:21]2[cH:22][cH:23][cH:24][cH:25][cH:26]2)[c:27]2[cH:28][cH:29][cH:30][cH:31][cH:32]2)[cH:33][cH:34][cH:35][cH:36][cH:37]1>>[Cl:1][c:2]1[c:3](-[n:9]2[n:10][n:11][c:12]([CH:16]([CH3:17])[CH3:18])[c:13]2[CH2:14][Cl:38])[c:4]([Cl:8])[cH:5][cH:6][cH:7]1. Reactants: C(C)N(O)CC (N,N-diethylhydroxylamine), C1(=CC=CC=C1)N1C(C=CC1=O)=O (N-phenylmaleimide). Product: C1(=CC=CC=C1)N1C(C(CC1=O)ON(CC)CC)=O (N-Phenyl-3-[(N,N-diethylamino)oxy]pyrrolidine-2,5-dione). As a reaction SMILES: [CH2:1]([N:3]([CH2:5][CH3:6])[OH:4])[CH3:2].[C:7]1([N:13]2[C:17](=[O:18])[CH:16]=[CH:15][C:14]2=[O:19])[CH:12]=[CH:11][CH:10]=[CH:9][CH:8]=1>>[C:7]1([N:13]2[C:17](=[O:18])[CH2:16][CH:15]([O:4][N:3]([CH2:5][CH3:6])[CH2:1][CH3:2])[C:14]2=[O:19])[CH:8]=[CH:9][CH:10]=[CH:11][CH:12]=1. Procedure details: The procedure of Example 1 is repeated using 4.46 g (50 mmole) of N,N-diethylhydroxylamine and 8.66 g (50 mmole) of N-phenylmaleimide. The reactants are COC([C@@H](CO)C)=O ((R)-(−)-methyl-3-hydroxy-2-methylpropanoate), C(Cl)(Cl)(Cl)Cl (carbon tetrachloride), ClC(C(OCC1=CC=CC=C1)=N)(Cl)Cl (benzyl 2,2,2-trichloroacetimidate), FC(S(=O)(=O)O)(F)F (Trifluoromethanesulfonic acid). Run in C1CCCCC1 (cyclohexane). Conditions: time 16 hour. Product: 20.787, C(C1=CC=CC=C1)OC[C@@H](C(=O)OC)C (Methyl (S)-3-benzyloxy-2-methylpropanoate). Yield: 74.0%. RXN SMILES: [CH3:1][O:2][C:3](=[O:8])[C@H:4]([CH3:7])[CH2:5][OH:6].C(Cl)(Cl)(Cl)Cl.ClC(Cl)(Cl)C(=N)O[CH2:18][C:19]1[CH:24]=[CH:23][CH:22]=[CH:21][CH:20]=1.FC(F)(F)S(O)(=O)=O>C1CCCCC1>[CH2:18]([O:6][CH2:5][C@H:4]([CH3:7])[C:3]([O:2][CH3:1])=[O:8])[C:19]1[CH:24]=[CH:23][CH:22]=[CH:21][CH:20]=1. Procedure: An oven dried 1 L single-necked round bottom flask was equipped with a magnetic stir bar and then charged sequentially with 15.948 g (0.135 mol) of (R)-(−)-methyl-3-hydroxy-2-methylpropanoate, carbon tetrachloride (150 mL), cyclohexane (300 mL), and 35.796 g (0.142 mol) of benzyl 2,2,2-trichloroacetimidate. Trifluoromethanesulfonic acid (0.8 mL; 9.0 mmol) was added to the solution and the resulting mixture was stirred for 16 h at room temperature under an N2 atmosphere. The reaction mixture was ... Reactants: C(C1=CC=CC=C1)(=O)NC(=S)N[C@](CCO)(C)C1=C(C=CC(=C1)Br)F ((S)-1-benzoyl-3-[1-(5-bromo-2-fluoro-phenyl)-3-hydroxy-1-methyl-propyl]-thiourea), Cl (HCl). Reaction conditions: time 6 hour. Product: Cl.BrC=1C=CC(=C(C1)[C@]1(N=C(SCC1)N)C)F ((S)-4-(5-bromo-2-fluorophenyl)-4-methyl-5,6-dihydro-4H-1,3-thiazin-2-amine hydrochloride). Reaction SMILES: C([NH:9][C:10]([NH:12][C@@:13]([C:18]1[CH:23]=[C:22]([Br:24])[CH:21]=[CH:20][C:19]=1[F:25])([CH3:17])[CH2:14][CH2:15]O)=[S:11])(=O)C1C=CC=CC=1.[ClH:26]>>[ClH:26].[Br:24][C:22]1[CH:21]=[CH:20][C:19]([F:25])=[C:18]([C@:13]2([CH3:17])[CH2:14][CH2:15][S:11][C:10]([NH2:9])=[N:12]2)[CH:23]=1 |f:2.3|. Reported procedure: A solution of (S)-1-benzoyl-3-[1-(5-bromo-2-fluoro-phenyl)-3-hydroxy-1-methyl-propyl]-thiourea (0.79 g, 1.8 mmoles) and aqueous HCl (5 N, 25 mL, 71 mmoles) is warmed to 100° C. After stirring for 6 h, the reaction is cooled to ambient temperature and allowed to stand overnight. The reaction is concentrated under reduced pressure to give crude (S)-4-(5-bromo-2-fluorophenyl)-4-methyl-5,6-dihydro-4H-1,3-thiazin-2-amine hydrochloride [MS (m/z): 303, 305 (M+1)]. The reactants are ClC=1C=NC(=C(C(=O)NC2(CC2)C2=CC=C(C(=O)OC)C=C2)C1)N1CC(C1)NC1=C(C=C(C=C1)F)F (methyl 4-(1-(5-chloro-2-(3-((2,4-difluorophenyl)amino)azetidin-1-yl)nicotinamido)cyclopropyl)benzoate), [OH-].[Na+] (NaOH). Solvent: C1COCCO1.O (1-4 dioxane water). Reaction conditions: temperature 60 celsius, time 12 hour. Product: ClC=1C=NC(=C(C(=O)NC2(CC2)C2=CC=C(C(=O)O)C=C2)C1)N1CC(C1)NC1=C(C=C(C=C1)F)F (4-(1-(5-chloro-2-(3-((2,4-difluorophenyl)amino)azetidin-1-yl)nicotinamido)cyclopropyl)benzoic acid). Isolated yield 41.8%. Reaction SMILES: [Cl:1][C:2]1[CH:3]=[N:4][C:5]([N:24]2[CH2:27][CH:26]([NH:28][C:29]3[CH:34]=[CH:33][C:32]([F:35])=[CH:31][C:30]=3[F:36])[CH2:25]2)=[C:6]([CH:23]=1)[C:7]([NH:9][C:10]1([C:13]2[CH:22]=[CH:21][C:16]([C:17]([O:19]C)=[O:18])=[CH:15][CH:14]=2)[CH2:12][CH2:11]1)=[O:8].[OH-].[Na+]>C1OCCOC1.O>[Cl:1][C:2]1[CH:3]=[N:4][C:5]([N:24]2[CH2:25][CH:26]([NH:28][C:29]3[CH:34]=[CH:33][C:32]([F:35])=[CH:31][C:30]=3[F:36])[CH2:27]2)=[C:6]([CH:23]=1)[C:7]([NH:9][C:10]1([C:13]2[CH:22]=[CH:21][C:16]([C:17]([OH:19])=[O:18])=[CH:15][CH:14]=2)[CH2:11][CH2:12]1)=[O:8] |f:1.2,3.4|. Procedure: To a solution of methyl 4-(1-(5-chloro-2-(3-((2,4-difluorophenyl)amino)azetidin-1-yl)nicotinamido)cyclopropyl)benzoate (D169) (12 mg, 0.024 mmol) in a mixture 1-4 dioxane/water (3 ml/1 ml), 1N NaOH (0.036 ml) was added. The reaction mixture was stirred 12 h at 60° C. Organic solvent was evaporated in vacuo and the reaction mixture was acidified with 2N HCl (pH=2) and the resulting mixture was extracted with ethylacetate (3×5 ml). Combined organics were evaporated in vacuo and the residue was loa... Reactants: NC=1N=NC(=CC1)Cl (3-amino-6-chloropyridazine), ClCC(CC(=O)OC)=O (methyl 4-chloroacetoacetate). Run in CO (methanol). Product: ClC=1C=CC=2N(N1)C=C(N2)CC(=O)OC (methyl 6-chloroimidazo[1,2-b]pyridazin-2-acetate). Isolated yield 52.0%. Reaction SMILES: [NH2:1][C:2]1[N:3]=[N:4][C:5]([Cl:8])=[CH:6][CH:7]=1.Cl[CH2:10][C:11](=O)[CH2:12][C:13]([O:15][CH3:16])=[O:14]>CO>[Cl:8][C:5]1[CH:6]=[CH:7][C:2]2[N:3]([CH:10]=[C:11]([CH2:12][C:13]([O:15][CH3:16])=[O:14])[N:1]=2)[N:4]=1. Procedure details: 10.1 g of 3-amino-6-chloropyridazine was suspended in 120 ml of methanol; 23.5 g of methyl 4-chloroacetoacetate was added, followed by heating and refluxing for 20 hours. After cooling, the mixture was concentrated under reduced pressure; the residue was ajusted to pH 7 by the addition of an aqueous solution of sodium hydrogen carbonate, followed by extraction with ethyl ether; the extract was washed with saline and dried with magnesium sulfate. The dry product was concentrated under reduced pre... The reactants are IC1=NC(=NC=C1)SC (4-Iodo-2-(methylthio)pyrimidine), C(C)(C)NC(C)C (diisopropylamine), C(#C)C1=CC(=CC=C1)[N+](=O)[O-] (1-ethynyl-3-nitrobenzene). The reagents and catalysts are [Cu]I (Copper(I) iodide), Cl[Pd]([P](C1=CC=CC=C1)(C2=CC=CC=C2)C3=CC=CC=C3)([P](C4=CC=CC=C4)(C5=CC=CC=C5)C6=CC=CC=C6)Cl (bis(triphenylphosphine)palladium dichloride). The solvent is C1CCOC1 (THF), C1CCOC1 (THF). Reaction conditions: temperature 25 celsius, time 8 hour. Product: CSC1=NC=CC(=N1)C#CC1=CC(=CC=C1)[N+](=O)[O-] (2-(Methylthio)-4-[(3-nitrophenyl)ethynyl]pyrimidine). The yield is 98.6%. Reaction SMILES: I[C:2]1[CH:7]=[CH:6][N:5]=[C:4]([S:8][CH3:9])[N:3]=1.C(NC(C)C)(C)C.[C:17]([C:19]1[CH:24]=[CH:23][CH:22]=[C:21]([N+:25]([O-:27])=[O:26])[CH:20]=1)#[CH:18]>C1COCC1.[Cu]I.Cl[Pd](Cl)([P](C1C=CC=CC=1)(C1C=CC=CC=1)C1C=CC=CC=1)[P](C1C=CC=CC=1)(C1C=CC=CC=1)C1C=CC=CC=1>[CH3:9][S:8][C:4]1[N:3]=[C:2]([C:18]#[C:17][C:19]2[CH:24]=[CH:23][CH:22]=[C:21]([N+:25]([O-:27])=[O:26])[CH:20]=2)[CH:7]=[CH:6][N:5]=1 |^1:37,56|. Reported procedure: 4-Iodo-2-(methylthio)pyrimidine (39.7 g, 0.157 mol) and diisopropylamine (44.2 mL, 0.315 mol) were dissolved in dry THF (720 mL) and argon gas was bubbled through the solution for 20 min. Copper(I) iodide (2.99 g, 14.3 mmol) and bis(triphenylphosphine)palladium dichloride (5.51 g, 7.85 mmol) were added and then 1-ethynyl-3-nitrobenzene (25.4 g, 0.173 mol) in dry THF (100 mL) was added dropwise over about 30 min with the temperature being maintained at about 25° C. Following complete addition, th... Reactants: [OH-].[K+] (Potassium hydroxide), C(C)S(=O)(=O)C=1C=C2C(=C(C(=NC2=CC1OC)C1=CC(=CC=C1)C(F)(F)F)CN1CCC(CC1)N1CCOCC1)C(=O)OC (methyl 6-(ethylsulfonyl)-7-(methyloxy)-3-{[4-(4-morpholinyl)-1-piperidinyl]methyl}-2-[3-(trifluoromethyl)phenyl]-4-quinolinecarboxylate), [K] (potassium). The solvent is CO (methanol), O (water), O (water). Yields the product C(C)S(=O)(=O)C=1C=C2C(=C(C(=NC2=CC1OC)C1=CC(=CC=C1)C(F)(F)F)CN1CCC(CC1)N1CCOCC1)C(=O)O (6-(ethylsulfonyl)-7-(methyloxy)-3-{[4-(4-morpholinyl)-1-piperidinyl]methyl}-2-[3-(trifluoromethyl)phenyl]-4-quinolinecarboxylic acid). Yield: 102.1%. Reaction SMILES: [OH-].[K+].[CH2:3]([S:5]([C:8]1[CH:9]=[C:10]2[C:15](=[CH:16][C:17]=1[O:18][CH3:19])[N:14]=[C:13]([C:20]1[CH:25]=[CH:24][CH:23]=[C:22]([C:26]([F:29])([F:28])[F:27])[CH:21]=1)[C:12]([CH2:30][N:31]1[CH2:36][CH2:35][CH:34]([N:37]3[CH2:42][CH2:41][O:40][CH2:39][CH2:38]3)[CH2:33][CH2:32]1)=[C:11]2[C:43]([O:45]C)=[O:44])(=[O:7])=[O:6])[CH3:4].[K]>CO.O>[CH2:3]([S:5]([C:8]1[CH:9]=[C:10]2[C:15](=[CH:16][C:17]=1[O:18][CH3:19])[N:14]=[C:13]([C:20]1[CH:25]=[CH:24][CH:23]=[C:22]([C:26]([F:29])([F:28])[F:27])[CH:21]=1)[C:12]([CH2:30][N:31]1[CH2:36][CH2:35][CH:34]([N:37]3[CH2:38][CH2:39][O:40][CH2:41][CH2:42]3)[CH2:33][CH2:32]1)=[C:11]2[C:43]([OH:45])=[O:44])(=[O:7])=[O:6])[CH3:4] |f:0.1,^1:46|. Procedure: Potassium hydroxide was added to a solution of methyl 6-(ethylsulfonyl)-7-(methyloxy)-3-{[4-(4-morpholinyl)-1-piperidinyl]methyl}-2-[3-(trifluoromethyl)phenyl]-4-quinolinecarboxylate (2.0 g, 3.15 mmol) in methanol (60 mL) and water (20 mL) and reaction mixture was heated to reflux overnight. The mixture was cooled to room temperature and diluted with water. The methanol was removed under reduced pressure. The solid was collected by filtration, washed with cold water, and air dried to afford 6-(e... The reactants are COC=1C=C2CCCC(C2=CC1)=O (6-Methoxy-3,4-dihydro-2H-naphthalen-1-one), NC(=O)N (urea), C(C)OC(OCC)OCC (triethylorthoformate). Reagents/catalysts: CS(=O)(=O)O (methane sulfonic acid). Run in C(C)O (ethanol). Reaction conditions: temperature 90 celsius. Yields the product COC=1C=CC2=C(CCC=3C=NC(=NC23)O)C1 (8-Methoxy-5,6-dihydro-benzo[h]quinazolin-2-ol), 229.3. Isolated yield 38.0%. Reaction SMILES: [CH3:1][O:2][C:3]1[CH:4]=[C:5]2[C:10](=[CH:11][CH:12]=1)[C:9](=O)[CH2:8][CH2:7][CH2:6]2.[NH2:14][C:15]([NH2:17])=[O:16].[CH2:18](OC(OCC)OCC)C>CS(O)(=O)=O.C(O)C>[CH3:1][O:2][C:3]1[CH:12]=[CH:11][C:10]2[C:9]3[N:17]=[C:15]([OH:16])[N:14]=[CH:18][C:8]=3[CH2:7][CH2:6][C:5]=2[CH:4]=1. Procedure: A mixture of 6-Methoxy-3,4-dihydro-2H-naphthalen-1-one (90 g, 0.511 M), urea (30.7 g, 0.511 M), triethylorthoformate (159 g, 1.07 M), ethanol (300 ml) and methane sulfonic acid (300 drops) was heated in the microwave at 90° C. for 1 hr. then cooled to room temperature. The solvent was removed under reduced pressure and the residue dried under vaccuo. The solid residue was then suspended in ethanol (250 ml) cooled to 0° C. and the precipitate was isolated via filtration and washed with ethanol (2...